This data is from the Open Reaction Database (ORD), a public repository of structured organic reaction records. The task is: describe an organic reaction: reactants, conditions, products, and yield Starting materials: BrC=1SC(=C(N1)C1=C(C=CC(=C1)Cl)OC)C(=O)OCC (ethyl 2-bromo-4-(5-chloro-2-methoxyphenyl)thiazole-5-carboxylate), [OH-].[K+] (potassium hydroxide), Cl (HCl), C(Cl)Cl (DCM). The solvent is C1CCOC1 (THF), O (water). Run at time 20 hour. The product is BrC=1SC(=C(N1)C1=C(C=CC(=C1)Cl)OC)C(=O)O (2-bromo-4-(5-chloro-2-methoxyphenyl)thiazole-5-carboxylic acid). The yield is 94.8%. RXN SMILES: [Br:1][C:2]1[S:3][C:4]([C:16]([O:18]CC)=[O:17])=[C:5]([C:7]2[CH:12]=[C:11]([Cl:13])[CH:10]=[CH:9][C:8]=2[O:14][CH3:15])[N:6]=1.[OH-].[K+].Cl.C(Cl)Cl>C1COCC1.O>[Br:1][C:2]1[S:3][C:4]([C:16]([OH:18])=[O:17])=[C:5]([C:7]2[CH:12]=[C:11]([Cl:13])[CH:10]=[CH:9][C:8]=2[O:14][CH3:15])[N:6]=1 |f:1.2|. Procedure details: A mixture of ethyl 2-bromo-4-(5-chloro-2-methoxyphenyl)thiazole-5-carboxylate (1.40 g, 3.72 mmol), potassium hydroxide (278 mg) in THF (40 mL) and water (10 mL) was stirred for 20 hours at ambient temperature. The mixture was treated with 1M HCl aq. (ca. 8 mL, 2 eq.), DCM was added, and the organics separated and evaporated to dryness to give 2-bromo-4-(5-chloro-2-methoxyphenyl)thiazole-5-carboxylic acid (1.23 g, 95%) as a yellow solid. LCMS (method 2) [M+H]+=350.1, RT=3.28 min. 1H NMR (400 MHz,...